From a dataset of the Open Reaction Database (ORD), a public repository of structured organic reaction records. describe an organic reaction: reactants, conditions, products, and yield Reactants: [Br-], O=c1[nH]c2c(cnn2-c2ccc(F)cc2F)cc1Br, C=CCBr, COCCOC, [H-], [Li+], [Na+], CN(C)C=O. Yields the product C=CCn1c(=O)c(Br)cc2cnn(-c3ccc(F)cc3F)c21. RXN SMILES: [Br-:23].[Br:1][c:2]1[cH:3][c:4]2[c:5]([nH:6][c:7]1=[O:8])[n:9](-[c:12]1[c:13]([F:19])[cH:14][c:15]([F:18])[cH:16][cH:17]1)[n:10][cH:11]2.[Br:24][CH2:25][CH:26]=[CH2:27].[CH3:28][O:29][CH2:30][CH2:31][O:32][CH3:33].[H-:21].[Li+:22].[Na+:20].[O:34]=[CH:35][N:36]([CH3:37])[CH3:38]>>[Br:1][c:2]1[cH:3][c:4]2[c:5]([n:6]([CH2:27][CH:26]=[CH2:25])[c:7]1=[O:8])[n:9](-[c:12]1[c:13]([F:19])[cH:14][c:15]([F:18])[cH:16][cH:17]1)[n:10][cH:11]2. The reactants are C(C)(C)N1N=CN=C1C=1N=C2N(CCOC3=C2C=C(N=C3)C=O)C1 (2-(1-isopropyl-1H-1,2,4-triazol-5-yl)-5,6-dihydroimidazo[1,2-d]pyrido[4,3-f][1,4]oxazepine-10-carbaldehyde), CN(C=O)C (N,N-Dimethylformamide), OOS(=O)[O-].[K+] (Oxone). Conditions: time 8 hour. Yields the product C(C)(C)N1N=CN=C1C=1N=C2N(CCOC3=C2C=C(N=C3)C(=O)O)C1 (2-(1-isopropyl-1H-1,2,4-triazol-5-yl)-5,6-dihydroimidazo[1,2-d]pyrido[4,3-f][1,4]oxazepine-10-carboxylic acid). As a reaction SMILES: [CH:1]([N:4]1[C:8]([C:9]2[N:10]=[C:11]3[C:17]4[CH:18]=[C:19]([CH:22]=[O:23])[N:20]=[CH:21][C:16]=4[O:15][CH2:14][CH2:13][N:12]3[CH:24]=2)=[N:7][CH:6]=[N:5]1)([CH3:3])[CH3:2].CN(C)C=[O:28].OOS([O-])=O.[K+]>>[CH:1]([N:4]1[C:8]([C:9]2[N:10]=[C:11]3[C:17]4[CH:18]=[C:19]([C:22]([OH:28])=[O:23])[N:20]=[CH:21][C:16]=4[O:15][CH2:14][CH2:13][N:12]3[CH:24]=2)=[N:7][CH:6]=[N:5]1)([CH3:3])[CH3:2] |f:2.3|. Procedure: 2-(1-isopropyl-1H-1,2,4-triazol-5-yl)-5,6-dihydroimidazo[1,2-d]pyrido[4,3-f][1,4]oxazepine-10-carbaldehyde (0.250 g, 0.771 mmol) was dissolved in N,N-Dimethylformamide (2 mL, 0.02 mol). Oxone® (0.569 g, 0.925 mmol) was added and the reaction mixture was stirred overnight at room temperature. A light-brown precipitate formed and was collected by filtration. LC-MS analysis verified precipitate as desired product, 2-(1-isopropyl-1H-1,2,4-triazol-5-yl)-5,6-dihydroimidazo[1,2-d]pyrido[4,3-f][1,4]oxaz...